The task is: describe an organic reaction: reactants, conditions, products, and yield. This data is from the Open Reaction Database (ORD), a public repository of structured organic reaction records. Yields the product C(C)N(CCCC(=O)[O-])CC (4-diethylaminobutyrate), CN(CC(C(C1=CC=CC=C1)C1=CC=CC=C1)O)C (3-dimethylamino-1,1-diphenyl-propan-2-ol). Procedure details: A solution of 3-dimethylamino-1,1-diphenyl-propan-2-ol (2.55 g.), 4-diethylaminobutyric acid hydrochloride (1.95 g.) and dicyclohexylcarbodiimide (2.1 g.) in dichloromethane (50 ml.) was stirred at room temperature for 5 days. Dicyclohexylurea was filtered off and the filtrate concentrated. The residue was dissolved in dilute hydrochloric acid and ether. The acid extract was basified; isolation through ether in the normal manner gave an oil which was chromatographed as alumina (200 g.). Elution ... Solvent: ClCCl (dichloromethane). Reactants: CN(CC(C(C1=CC=CC=C1)C1=CC=CC=C1)O)C (3-dimethylamino-1,1-diphenyl-propan-2-ol), Cl.C(C)N(CCCC(=O)O)CC (4-diethylaminobutyric acid hydrochloride), C1(CCCCC1)N=C=NC1CCCCC1 (dicyclohexylcarbodiimide). As a reaction SMILES: [CH3:1][N:2]([CH3:19])[CH2:3][CH:4]([OH:18])[CH:5]([C:12]1[CH:17]=[CH:16][CH:15]=[CH:14][CH:13]=1)[C:6]1[CH:11]=[CH:10][CH:9]=[CH:8][CH:7]=1.Cl.[CH2:21]([N:23]([CH2:30][CH3:31])[CH2:24][CH2:25][CH2:26][C:27]([OH:29])=[O:28])[CH3:22].C1(N=C=NC2CCCCC2)CCCCC1>ClCCl>[CH2:30]([N:23]([CH2:21][CH3:22])[CH2:24][CH2:25][CH2:26][C:27]([O-:29])=[O:28])[CH3:31].[CH3:19][N:2]([CH3:1])[CH2:3][CH:4]([OH:18])[CH:5]([C:12]1[CH:13]=[CH:14][CH:15]=[CH:16][CH:17]=1)[C:6]1[CH:11]=[CH:10][CH:9]=[CH:8][CH:7]=1 |f:1.2|. Starting materials: COC1=CC=C(C=C1)CCCN (3-(4-methoxyphenyl)propylamine), Ru Al2O3, O1CCOCC1 (dioxane), C1(CCCCC1)CCCN (cyclohexylpropylamine). Yields the product C1(CCCCC1)COCCN (2-(Cyclohexylmethoxy)ethylamine). RXN SMILES: CO[C:3]1[CH:8]=[CH:7][C:6]([CH2:9]CCN)=[CH:5][CH:4]=1.C1(C[CH2:20][CH2:21][NH2:22])CCCCC1.[O:23]1CCOCC1>>[CH:6]1([CH2:9][O:23][CH2:20][CH2:21][NH2:22])[CH2:5][CH2:4][CH2:3][CH2:8][CH2:7]1. Reported procedure: A solution of 1.18 g (7.1 mmol) 3-(4-methoxyphenyl)propylamine in 50 mL of dioxane was hydrogenated at 138 bar and at 160° C. for 16 h in the presence of 0.5 g of 5% Ru/Al2O3. The catalyst was removed by filtration and the filtrate was concentrated to dryness. Preparative HPLC of the crude product by elution with 10% (10% concd NH4OH in MeOH)--CH2Cl2 furnished 723.5 mg (59%) of the cis/trans mixture of cyclohexylpropylamine (c/t=~3:1 by 1H NMR): 1H NMR (CDCl3, cis-isomer only) δ 3.37 (br s, 1H),...